The task is: describe an organic reaction: reactants, conditions, products, and yield. This data is from the Open Reaction Database (ORD), a public repository of structured organic reaction records. The reactants are COC1=CC=C(C=C1)S(=O)(=O)NC1=C(C=CC=C1)/C=C/C1=CC=[N+](C=C1)[O-] ((E)-4-[2-[2-[[(p-Methoxyphenyl)sulfonyl]amino]phenyl]ethenyl]pyridine 1-oxide), C(C)(=O)OC(C)=O (acetic anhydride). Product: C(C)(=O)N(S(=O)(=O)C1=CC=C(C=C1)OC)C1=C(C=CC=C1)/C=C/C1=CC=[N+](C=C1)[O-] ((E)-4-[2-[2-[N-Acetyl-N-[(p-methoxyphenyl)sulfonyl]amino]phenyl]ethenyl]pyridine 1-oxide). RXN SMILES: [CH3:1][O:2][C:3]1[CH:8]=[CH:7][C:6]([S:9]([NH:12][C:13]2[CH:18]=[CH:17][CH:16]=[CH:15][C:14]=2/[CH:19]=[CH:20]/[C:21]2[CH:26]=[CH:25][N+:24]([O-:27])=[CH:23][CH:22]=2)(=[O:11])=[O:10])=[CH:5][CH:4]=1.[C:28](OC(=O)C)(=[O:30])[CH3:29]>>[C:28]([N:12]([C:13]1[CH:18]=[CH:17][CH:16]=[CH:15][C:14]=1/[CH:19]=[CH:20]/[C:21]1[CH:22]=[CH:23][N+:24]([O-:27])=[CH:25][CH:26]=1)[S:9]([C:6]1[CH:7]=[CH:8][C:3]([O:2][CH3:1])=[CH:4][CH:5]=1)(=[O:11])=[O:10])(=[O:30])[CH3:29]. Reported procedure: Using 1.54 g of the compound obtained in Example 20, the reaction was conducted in the presence of acetic anhydride at 140° C. for 10 minutes and, then, after-treated. The crystal crop was recrystallized from ethanol to provide 0.62 g of the title compound (white granules). m.p. 235-237° C. (decomp.)